Task: describe an organic reaction: reactants, conditions, products, and yield. Dataset: the Open Reaction Database (ORD), a public repository of structured organic reaction records The reactants are O=C1CCC(=O)N1Br, CCOC(C)=O, OCCNc1ncccc1Cl, ClCCl. The product is OCCNc1ncc(Br)cc1Cl. As a reaction SMILES: [Br:12][N:13]1[C:14](=[O:15])[CH2:16][CH2:17][C:18]1=[O:19].[CH3:23][CH2:24][O:25][C:26](=[O:27])[CH3:28].[Cl:1][c:2]1[c:3]([NH:8][CH2:9][CH2:10][OH:11])[n:4][cH:5][cH:6][cH:7]1.[Cl:20][CH2:21][Cl:22]>>[Cl:1][c:2]1[c:3]([NH:8][CH2:9][CH2:10][OH:11])[n:4][cH:5][c:6]([Br:12])[cH:7]1. Reactants: COC(\C=C\C=1C=C2C(CC3(CCN(CC3)CCC3=CC=CC=C3)OC2=CC1)=O)=O ((E)-3-{1′-(2-Phenyl-ethyl)-4-oxo-spiro[chromane-2,4′-piperidine]-6-yl}-acrylic acid methyl ester), Cl (HCl). The solvent is C(C)(=O)O (acetic acid). Conditions: temperature 85 celsius. Yields the product C1(=CC=CC=C1)CCN1CCC2(CC1)OC1=CC=C(C=C1C(C2)=O)/C=C/C(=O)O ((E)-3-{1′-(2-phenyl-ethyl)-4-oxo-spiro[chromane-2,4′-piperidine]-6-yl}-acrylic acid). Isolated yield 105.5%. As a reaction SMILES: C[O:2][C:3](=[O:30])/[CH:4]=[CH:5]/[C:6]1[CH:7]=[C:8]2[C:26](=[CH:27][CH:28]=1)[O:25][C:11]1([CH2:16][CH2:15][N:14]([CH2:17][CH2:18][C:19]3[CH:24]=[CH:23][CH:22]=[CH:21][CH:20]=3)[CH2:13][CH2:12]1)[CH2:10][C:9]2=[O:29].Cl>C(O)(=O)C>[C:19]1([CH2:18][CH2:17][N:14]2[CH2:13][CH2:12][C:11]3([CH2:10][C:9](=[O:29])[C:8]4[C:26](=[CH:27][CH:28]=[C:6](/[CH:5]=[CH:4]/[C:3]([OH:30])=[O:2])[CH:7]=4)[O:25]3)[CH2:16][CH2:15]2)[CH:24]=[CH:23][CH:22]=[CH:21][CH:20]=1. Procedure details: (E)-3-{1′-(2-Phenyl-ethyl)-4-oxo-spiro[chromane-2,4′-piperidine]-6-yl}-acrylic acid methyl ester (1.70 g, 4.19 mmol) was dissolved in acetic acid (20 ml). 6 M HCl (20 ml) was added and the resulting suspension was heated at 85° C. for 4 h, then the solvents were evaporated and the residue was dried under vacuum, giving (E)-3-{1′-(2-phenyl-ethyl)-4-oxo-spiro[chromane-2,4′-piperidine]-6-yl}-acrylic acid (1.73 g) as a light yellow solid (hydrochloride salt). Reactants: COC(=O)CBr, O=C([O-])[O-], CC(C)=O, [K+], [K+], COC(=O)CCc1ncc(O)c(C(=O)OC)c1C(=O)OC. Yields the product COC(=O)CCc1ncc(OCC(=O)OC)c(C(=O)OC)c1C(=O)OC. Reaction SMILES: [Br:28][CH2:29][C:30](=[O:31])[O:32][CH3:33].[C:22](=[O:23])([O-:24])[O-:25].[CH3:34][C:35](=[O:36])[CH3:37].[K+:26].[K+:27].[OH:1][c:2]1[c:3]([C:18](=[O:19])[O:20][CH3:21])[c:4]([C:14](=[O:15])[O:16][CH3:17])[c:5]([CH2:8][CH2:9][C:10](=[O:11])[O:12][CH3:13])[n:6][cH:7]1>>[O:1]([c:2]1[c:3]([C:18](=[O:19])[O:20][CH3:21])[c:4]([C:14](=[O:15])[O:16][CH3:17])[c:5]([CH2:8][CH2:9][C:10](=[O:11])[O:12][CH3:13])[n:6][cH:7]1)[CH2:29][C:30](=[O:31])[O:32][CH3:33]. Starting materials: C(N)(=O)C1=NC=CC=C1OC[C@@H]1N(CCC1)C(=O)OC(C)(C)C ((R)-tert-butyl 2-((2-carbamoylpyridin-3-yloxy)methyl)pyrrolidine-1-carboxylate), Cl (hydrogen chloride), C(C)(C)OC(C)C (Diisopropyl ether). Run in C(C)(=O)OCC (ethyl acetate). Product: Cl.Cl.N1[C@H](CCC1)COC=1C(=NC=CC1)C(=O)N ((R)-3-(pyrrolidin-2-ylmethoxy)picolinamide dihydrochloride). The yield is 92.0%. As a reaction SMILES: [C:1]([C:4]1[C:9]([O:10][CH2:11][C@H:12]2[CH2:16][CH2:15][CH2:14][N:13]2C(OC(C)(C)C)=O)=[CH:8][CH:7]=[CH:6][N:5]=1)(=[O:3])[NH2:2].C(OC(C)C)(C)C.[ClH:31]>C(OCC)(=O)C>[ClH:31].[ClH:31].[NH:13]1[CH2:14][CH2:15][CH2:16][C@@H:12]1[CH2:11][O:10][C:9]1[C:4]([C:1]([NH2:2])=[O:3])=[N:5][CH:6]=[CH:7][CH:8]=1 |f:4.5.6|. Procedure: A solution of (R)-tert-butyl 2-((2-carbamoylpyridin-3-yloxy)methyl)pyrrolidine-1-carboxylate (3.43 g, 10.7 mmol, EXAMPLE 1 Step 2) in 4.0 M hydrogen chloride in ethyl acetate (100 mL) was stirred at room temperature for 5 h. Diisopropyl ether (150 mL) was added to the mixture, and the formed white precipitate was collected by filtration. The precipitate was dried under reduced pressure to give 2.89 g (92%) of the title compound as a white solid. Reactants: C(C)SC1([C@]2(C)[C@@H](CC1)[C@@H]1CCC3=CC(C=C[C@]3(C)[C@H]1[C@H](C2)O)=O)SCC (17,17-Bis(ethylthio)-11β-hydroxyandrosta-1,4-dien-3-one). The solvent is C(C)C1=C(C=CC=C1)CC (diethyl benzene). Conditions: temperature 0 celsius, time 1.5 hour. The product is C(C)SC=1[C@]2(C)[C@@H](CC1)[C@@H]1CCC3=CC(C=C[C@]3(C)[C@H]1[C@H](C2)O)=O (17-(Ethylthio)-11β-hydroxyandrosta-1,4,16-trien-3-one). Isolated yield 80.5%. RXN SMILES: [CH2:1]([S:3][C:4]1(SCC)[CH2:9][CH2:8][C@H:7]2[C@H:10]3[C@H:20]([C@@H:21]([OH:23])[CH2:22][C@:5]12[CH3:6])[C@:18]1([CH3:19])[C:13](=[CH:14][C:15](=[O:24])[CH:16]=[CH:17]1)[CH2:12][CH2:11]3)[CH3:2]>C(C1C=CC=CC=1CC)C>[CH2:1]([S:3][C:4]1[C@:5]2([CH2:22][C@H:21]([OH:23])[C@H:20]3[C@@H:10]([CH2:11][CH2:12][C:13]4[C@:18]3([CH3:19])[CH:17]=[CH:16][C:15](=[O:24])[CH:14]=4)[C@@H:7]2[CH2:8][CH:9]=1)[CH3:6])[CH3:2]. Procedure: A suspension of 4.4 g of 17,17-bis(ethylthio)-11β-hydroxyandrosta-1,4-dien-3-one (see example 2) in 100 ml of dry diethyl benzene is stirred at 190°-195° C. (oil bath temperature) for 1.5 hours. The suspension becomes a solution during the heating; the resulting solution is cooled to 0° C. The solid that precipitates is filtered and dried in vacuo to give 3.0 g of the title compound, melting point 216°-218° C., with consistent spectral data. The reactants are C(C1=CC=C(C=C1)OC)(=O)[C@@]([C@@](C(=O)O)(O)C(C1=CC=C(C=C1)OC)=O)(O)C(=O)O.C1(=CC=CC=C1)C1(CNCC1)CCO ((−)-3-phenyl-3-(2-hydroxyethyl)pyrrolidine (R,R)-di-p-anisoyltartaric acid salt), C(C)(=O)OCC.CCCCCC (ethyl acetate hexane), C([O-])(O)=O.[Na+] (sodium bicarbonate), C(C1=CC=CC=C1)(=O)Cl (benzoyl chloride). Solvent: ClCCl.CO (dichloromethane methanol), CC(=O)C (acetone). Run at temperature 0 celsius, time 18 hour. The product is C(C1=CC=CC=C1)(=O)N1CC(CC1)(CCO)C1=CC=CC=C1 (1-benzoyl-3-phenyl-3-(2-hydroxyethyl)pyrrolidine). Reaction SMILES: [C:1]([C@](C(O)=O)(O)[C@](C(=O)C1C=CC(OC)=CC=1)(O)C(O)=O)(=[O:10])[C:2]1[CH:7]=[CH:6][C:5](OC)=[CH:4][CH:3]=1.[C:31]1([C:37]2([CH2:42][CH2:43][OH:44])[CH2:41][CH2:40][NH:39][CH2:38]2)[CH:36]=[CH:35][CH:34]=[CH:33][CH:32]=1.C(OCC)(=O)C.CCCCCC.C(=O)(O)[O-].[Na+].C(Cl)(=O)C1C=CC=CC=1>CC(C)=O.ClCCl.CO>[C:1]([N:39]1[CH2:40][CH2:41][C:37]([C:31]2[CH:32]=[CH:33][CH:34]=[CH:35][CH:36]=2)([CH2:42][CH2:43][OH:44])[CH2:38]1)(=[O:10])[C:2]1[CH:7]=[CH:6][CH:5]=[CH:4][CH:3]=1 |f:0.1,2.3,4.5,8.9|. Procedure details: Combine (−)-3-phenyl-3-(2-hydroxyethyl)pyrrolidine (R,R)-di-p-anisoyltartaric acid salt (11.1 g, 18.3 mmol) and acetone/water (1/1, 200 mL). Cool to about 0° C. in an ice bath and add sodium bicarbonate (10.6 g, 217.6 mmol). Warm to ambient temperature and slowly add a solution of benzoyl chloride (4.2 g, 365 mmol) in acetone (10 mL). After 18 hours, filter and dilute the filtrate with ethyl acetate. Extract the diluted filtrate with a saturated aqueous sodium bicarbonate solution and then brine... The reactants are CC1CCc2ncnc(N3CC4(CCN(Cc5ccccc5)CC4)c4c(C5CCCN5C(=O)OC(C)(C)C)cccc43)c21, CO, O=C[O-], [NH4+]. The product is CC1CCc2ncnc(N3CC4(CCNCC4)c4c(C5CCCN5C(=O)OC(C)(C)C)cccc43)c21. Reaction SMILES: [CH2:5]([c:6]1[cH:7][cH:8][cH:9][cH:10][cH:11]1)[N:12]1[CH2:13][CH2:14][C:15]2([CH2:16][N:17]([c:36]3[c:37]4[c:38]([n:39][cH:40][n:41]3)[CH2:42][CH2:43][CH:44]4[CH3:45])[c:18]3[cH:19][cH:20][cH:21][c:22]([CH:24]4[N:25]([C:29](=[O:30])[O:31][C:32]([CH3:33])([CH3:34])[CH3:35])[CH2:26][CH2:27][CH2:28]4)[c:23]32)[CH2:46][CH2:47]1.[CH3:48][OH:49].[CH:1]([O-:2])=[O:3].[NH4+:4]>>[NH:12]1[CH2:13][CH2:14][C:15]2([CH2:16][N:17]([c:36]3[c:37]4[c:38]([n:39][cH:40][n:41]3)[CH2:42][CH2:43][CH:44]4[CH3:45])[c:18]3[cH:19][cH:20][cH:21][c:22]([CH:24]4[N:25]([C:29](=[O:30])[O:31][C:32]([CH3:33])([CH3:34])[CH3:35])[CH2:26][CH2:27][CH2:28]4)[c:23]32)[CH2:46][CH2:47]1. Reported procedure: In a similar manner to Example 8 reaction of 7-methylthio-2-(2-methoxyphenyl)-4-oxo-3,4-dihydropyrimido[4,5-d]pyrimidine (0.75 g) and 33% methylamine in industrial methylated spirit (25 ml) for 18 hours yielded the title compound, 0.38 g, m.p. 265°-267° C. (recrystallised twice from methanol). Run in industrial methylated spirit. The product is CNC1=NC=C2C(=N1)N=C(NC2=O)C2=C(C=CC=C2)OC (7-Methylamino-2 (2-methoxyphenyl)-4-oxo-3,4-dihydropyrimido [4,5-d]pyrimidine). Reactants: CSC1=NC=C2C(=N1)N=C(NC2=O)C2=C(C=CC=C2)OC (7-methylthio-2-(2-methoxyphenyl)-4-oxo-3,4-dihydropyrimido[4,5-d]pyrimidine), CN (methylamine). As a reaction SMILES: CS[C:3]1[N:8]=[C:7]2[N:9]=[C:10]([C:14]3[CH:19]=[CH:18][CH:17]=[CH:16][C:15]=3[O:20][CH3:21])[NH:11][C:12](=[O:13])[C:6]2=[CH:5][N:4]=1.[CH3:22][NH2:23]>>[CH3:22][NH:23][C:3]1[N:8]=[C:7]2[N:9]=[C:10]([C:14]3[CH:19]=[CH:18][CH:17]=[CH:16][C:15]=3[O:20][CH3:21])[NH:11][C:12](=[O:13])[C:6]2=[CH:5][N:4]=1. Starting materials: C(CC)N(C(=O)C1=CC2=C(N(C(=N2)CCl)C)C=C1)CCC(=O)OCC (2-chloromethyl-1-methylbenzimidazol-5-yl-carboxylic acid-N-(n-propyl)-N-(2-ethoxycarbonylethyl)amide), C(#N)C1=CC=C(C=C1)S (p-cyanothiophenol), C(C)(C)N(CC)C(C)C (diisopropylethylamine). Solvent: CN(C=O)C (dimethylformamide). The product is C(CC)N(C(=O)C1=CC2=C(N(C(=N2)CSC2=CC=C(C=C2)C#N)C)C=C1)CCC(=O)OCC (1-Methyl-2-[(4-cyanophenyl)thiomethyl]benzimidazol-5-yl-carboxylic acid-N-(n-propyl)-N-(2-ethoxycarbonylethyl)amide). Reaction SMILES: [CH2:1]([N:4]([CH2:19][CH2:20][C:21]([O:23][CH2:24][CH3:25])=[O:22])[C:5]([C:7]1[CH:18]=[CH:17][C:10]2[N:11]([CH3:16])[C:12]([CH2:14]Cl)=[N:13][C:9]=2[CH:8]=1)=[O:6])[CH2:2][CH3:3].[C:26]([C:28]1[CH:33]=[CH:32][C:31]([SH:34])=[CH:30][CH:29]=1)#[N:27].C(N(C(C)C)CC)(C)C>CN(C)C=O>[CH2:1]([N:4]([CH2:19][CH2:20][C:21]([O:23][CH2:24][CH3:25])=[O:22])[C:5]([C:7]1[CH:18]=[CH:17][C:10]2[N:11]([CH3:16])[C:12]([CH2:14][S:34][C:31]3[CH:32]=[CH:33][C:28]([C:26]#[N:27])=[CH:29][CH:30]=3)=[N:13][C:9]=2[CH:8]=1)=[O:6])[CH2:2][CH3:3]. Procedure: A mixture of 1.5 g (4.1 mmol) of 2-chloromethyl-1-methylbenzimidazol-5-yl-carboxylic acid-N-(n-propyl)-N-(2-ethoxycarbonylethyl)amide and 0.65 g (4.8 mmol) of p-cyanothiophenol was heated in 10 mL of dimethylformamide and 10 mL of diisopropylethylamine for 1 hour to 100° C. The solvent was distilled off in vacuo, the crude product was dissolved in 30 mL ethyl acetate, washed with 30 mL water, and after concentration purified by flash chromatography (silica gel; methylene chloride/ethanol (49:1 t... Isolated yield 59.7%. Solvent: C(C)#N (acetonitrile). RXN SMILES: [C:1]([C:5]1[CH:6]=[C:7]([CH2:16][CH2:17][NH:18][CH2:19][CH2:20][C:21]2[CH:26]=[C:25]([C:27]([CH3:30])([CH3:29])[CH3:28])[C:24]([OH:31])=[C:23]([C:32]([CH3:35])([CH3:34])[CH3:33])[CH:22]=2)[CH:8]=[C:9]([C:12]([CH3:15])([CH3:14])[CH3:13])[C:10]=1[OH:11])([CH3:4])([CH3:3])[CH3:2].Br[CH2:37][CH2:38][CH2:39][CH2:40][CH2:41][CH2:42][CH2:43][CH3:44].C(=O)([O-])[O-].[Na+].[Na+]>C(#N)C>[C:27]([C:25]1[CH:26]=[C:21]([CH2:20][CH2:19][N:18]([CH2:37][CH2:38][CH2:39][CH2:40][CH2:41][CH2:42][CH2:43][CH3:44])[CH2:17][CH2:16][C:7]2[CH:6]=[C:5]([C:1]([CH3:2])([CH3:3])[CH3:4])[C:10]([OH:11])=[C:9]([C:12]([CH3:13])([CH3:15])[CH3:14])[CH:8]=2)[CH:22]=[C:23]([C:32]([CH3:35])([CH3:34])[CH3:33])[C:24]=1[OH:31])([CH3:30])([CH3:29])[CH3:28] |f:2.3.4|. The product is C(C)(C)(C)C=1C=C(C=C(C1O)C(C)(C)C)CCN(CCC1=CC(=C(C(=C1)C(C)(C)C)O)C(C)(C)C)CCCCCCCC (N,N-bis[β-(3,5-di-t-butyl-4-hydroxyphenyl)ethyl]octylamine). Procedure details: Stir a solution of 4.5 g (9.3 mmols) of N,N-bis[β-(3,5-di-t-butyl-4-hydroxyphenyl)ethyl]amine, 1.8 g (9.3 mmols) of 1-bromooctane, and 2.0 g (18.7 mmols) of sodium carbonate in 50 mL of acetonitrile for 17 hours at reflux temperature. Add another 0.3 g (1.6 mmols) of 1-bromooctane and stir at reflux for an additional 18 hours. After cooling, concentrate the reaction mixture, in vacuo, dissolve the resulting oil in 50 mL of toluene, and wash with water (2×50 mL). Dry the organic phase over magnes... Starting materials: BrCCCCCCCC (1-bromooctane), C(C)(C)(C)C=1C=C(C=C(C1O)C(C)(C)C)CCNCCC1=CC(=C(C(=C1)C(C)(C)C)O)C(C)(C)C (N,N-bis[β-(3,5-di-t-butyl-4-hydroxyphenyl)ethyl]amine), BrCCCCCCCC (1-bromooctane), C([O-])([O-])=O.[Na+].[Na+] (sodium carbonate).